Dataset: the Open Reaction Database (ORD), a public repository of structured organic reaction records. Task: describe an organic reaction: reactants, conditions, products, and yield Reactants: CCC(=O)Cl, COc1ccc(C2Sc3cc(Cl)ccc3N(CCN(C)C(=O)OCc3ccccc3)C(=O)C2O)cc1, c1ccncc1. The product is CCC(=O)OC1C(=O)N(CCN(C)C(=O)OCc2ccccc2)c2ccc(Cl)cc2SC1c1ccc(OC)cc1. As a reaction SMILES: [C:1]([CH2:2][CH3:3])(=[O:4])[Cl:5].[CH3:6][O:7][c:8]1[cH:9][cH:10][c:11]([CH:14]2[S:15][c:16]3[c:17]([cH:37][cH:38][c:39]([Cl:41])[cH:40]3)[N:18]([CH2:23][CH2:24][N:25]([CH3:26])[C:27](=[O:28])[O:29][CH2:30][c:31]3[cH:32][cH:33][cH:34][cH:35][cH:36]3)[C:19](=[O:22])[CH:20]2[OH:21])[cH:12][cH:13]1.[cH:42]1[cH:43][cH:44][n:45][cH:46][cH:47]1>>[C:1]([CH2:2][CH3:3])(=[O:4])[O:21][CH:20]1[CH:14]([c:11]2[cH:10][cH:9][c:8]([O:7][CH3:6])[cH:13][cH:12]2)[S:15][c:16]2[c:17]([cH:37][cH:38][c:39]([Cl:41])[cH:40]2)[N:18]([CH2:23][CH2:24][N:25]([CH3:26])[C:27](=[O:28])[O:29][CH2:30][c:31]2[cH:32][cH:33][cH:34][cH:35][cH:36]2)[C:19]1=[O:22]. The reactants are CCOc1c(Nc2ccc3ncnc(Nc4cccc(Br)c4)c3c2)c(=O)c1=O, CN, CCO, O. The product is CNc1c(Nc2ccc3ncnc(Nc4cccc(Br)c4)c3c2)c(=O)c1=O. As a reaction SMILES: [Br:1][c:2]1[cH:3][c:4]([NH:8][c:9]2[n:10][cH:11][n:12][c:13]3[cH:14][cH:15][c:16]([NH:19][c:20]4[c:21](=[O:28])[c:22](=[O:27])[c:23]4[O:24][CH2:25][CH3:26])[cH:17][c:18]23)[cH:5][cH:6][cH:7]1.[CH3:29][NH2:30].[CH3:32][CH2:33][OH:34].[OH2:31]>>[Br:1][c:2]1[cH:3][c:4]([NH:8][c:9]2[n:10][cH:11][n:12][c:13]3[cH:14][cH:15][c:16]([NH:19][c:20]4[c:21](=[O:28])[c:22](=[O:27])[c:23]4[NH:30][CH3:29])[cH:17][c:18]23)[cH:5][cH:6][cH:7]1. Reactants: S(C#N)C1=CC(=C(N)C=C1)C(F)(F)F (4-thiocyano-2-trifluoromethylaniline), O.O.O.O.O.O.O.O.O.[S-2].[Na+].[Na+] (sodium sulfide nonahydrate), CCCCCC (hexane), thiocyano, CI (Methyl iodide). The solvent is C(C)O (ethanol), O (water). Run at temperature 50 celsius, time 2 hour. Yields the product CSC1=CC(=C(N)C=C1)C(F)(F)F (4-Methylthio-2-trifluoromethylaniline). RXN SMILES: [S:1]([C:4]1[CH:10]=[CH:9][C:7]([NH2:8])=[C:6]([C:11]([F:14])([F:13])[F:12])[CH:5]=1)[C:2]#N.O.O.O.O.O.O.O.O.O.[S-2].[Na+].[Na+].CI.CCCCCC>C(O)C.O>[CH3:2][S:1][C:4]1[CH:10]=[CH:9][C:7]([NH2:8])=[C:6]([C:11]([F:12])([F:13])[F:14])[CH:5]=1 |f:1.2.3.4.5.6.7.8.9.10.11.12|. Reported procedure: A solution of 4-thiocyano-2-trifluoromethylaniline (2.1 g., 0.01 mole) in ethanol (25 ml) is added to a stirred solution of sodium sulfide nonahydrate (2.4 g., 0.01 mole) in water (5 ml) and the mixture is warmed (50° C.) for 40 minutes. Methyl iodide (1.55 g., 0.011 mole) is added to the warm reaction all at once, and stirring is continued for two hours. Thin layer chromatography on silica gel with 50 percent hexane-50 percent methylene chloride diluent alongside an authentic sample shows that ... Yield: 84.5%. Starting materials: B(F)(F)F (boron trifluoride), CC(=O)OCC1=C(N2[C@@H]([C@@H](C2=O)N)SC1)C(=O)O (7-aminocephalosporanic acid), B(F)(F)F.CCOCC (boron trifluoride etherate), FC(C(=O)O)(F)F (trifluoroacetic acid), C(C)[SiH](CC)CC (Triethylsilane). Yields the product CC1=C(N2[C@@H]([C@@H](C2=O)N)SC1)C(=O)O (7-ADCA). The solvent is C(Cl)Cl (methylene chloride), C(C)OCC (diethyl ether). Reported procedure: To a 250 ml. 3-necked round bottom flask equipped with a thermometer, stirrer, condenser and dropping funnel were added 10.88 g. (40 mmole) of 7-aminocephalosporanic acid and 70.5 ml. of trifluoroacetic acid. Triethylsilane (17.2 g., 150 mmole, 23.6 ml.) was added to the solution followed by 33.6 ml. of methylene chloride. The resulting solution was stirred at room temperature and 27.1 g. (190.7 mmole, 23.6 ml.) of boron trifluoride etherate were added. The temperature of the reaction mixture ro... As a reaction SMILES: CC(O[CH2:5][C:6]1[CH2:15][S:14][C@@H:9]2[C@H:10]([NH2:13])[C:11](=[O:12])[N:8]2[C:7]=1[C:16]([OH:18])=[O:17])=O.FC(F)(F)C(O)=O.C([SiH](CC)CC)C.B(F)(F)F.CCOCC.B(F)(F)F>C(OCC)C.C(Cl)Cl>[CH3:5][C:6]1[CH2:15][S:14][C@@H:9]2[C@H:10]([NH2:13])[C:11](=[O:12])[N:8]2[C:7]=1[C:16]([OH:18])=[O:17] |f:3.4|. Starting materials: ClCC1=CC2=C(OCO2)C=C1C(C)C (5-chloromethyl-6-isopropyl-1,3-benzodioxole), [C-]#N.[Na+] (sodium cyanide). The solvent is CS(=O)C (dimethyl sulfoxide). Conditions: time 3 hour. Product: C(#N)CC1=CC2=C(OCO2)C=C1C(C)C (5-Cyanomethyl-6-isopropyl-1,3-benzodioxole). Isolated yield 94.9%. RXN SMILES: Cl[CH2:2][C:3]1[C:11]([CH:12]([CH3:14])[CH3:13])=[CH:10][C:6]2[O:7][CH2:8][O:9][C:5]=2[CH:4]=1.[C-:15]#[N:16].[Na+]>CS(C)=O>[C:15]([CH2:2][C:3]1[C:11]([CH:12]([CH3:14])[CH3:13])=[CH:10][C:6]2[O:7][CH2:8][O:9][C:5]=2[CH:4]=1)#[N:16] |f:1.2|. Procedure details: 6.9 g of 5-chloromethyl-6-isopropyl-1,3-benzodioxole was dissolved in 100 ml of dimethyl sulfoxide, followed by the addition of 3.12 g of sodium cyanide. The obtained mixture was stirred at a room temperature for 3 hours and distilled to remove the solvent. Ethyl acetate was added to the residue and the obtained mixture was washed with water and a saturated aqueous solution of common salt successively, dried over anhydrous magnesium sulfate and filtered. The filtrate was concentrated to obtain 6...